describe an organic reaction: reactants, conditions, products, and yield From a dataset of the Open Reaction Database (ORD), a public repository of structured organic reaction records. Starting materials: COC(Cl)Cl, Cc1cc2c(c(C)c1NC(=O)CC(C)(C)C)C(c1ccc(C(C)C)cc1)CO2, [Cl-], [Cl-], [Cl-], [Cl-], ClCCl, O, [Ti+4]. The product is Cc1c(C=O)c2c(c(C)c1NC(=O)CC(C)(C)C)C(c1ccc(C(C)C)cc1)CO2. RXN SMILES: [CH3:29][O:30][CH:31]([Cl:32])[Cl:33].[CH:1]([CH3:2])([CH3:3])[c:4]1[cH:5][cH:6][c:7]([CH:10]2[CH2:11][O:12][c:13]3[c:14]2[c:15]([CH3:28])[c:16]([NH:20][C:21]([CH2:22][C:23]([CH3:24])([CH3:25])[CH3:26])=[O:27])[c:17]([CH3:19])[cH:18]3)[cH:8][cH:9]1.[Cl-:38].[Cl-:39].[Cl-:40].[Cl-:41].[Cl:35][CH2:36][Cl:37].[OH2:34].[Ti+4:42]>>[CH:1]([CH3:2])([CH3:3])[c:4]1[cH:5][cH:6][c:7]([CH:10]2[CH2:11][O:12][c:13]3[c:14]2[c:15]([CH3:28])[c:16]([NH:20][C:21]([CH2:22][C:23]([CH3:24])([CH3:25])[CH3:26])=[O:27])[c:17]([CH3:19])[c:18]3[CH:29]=[O:30])[cH:8][cH:9]1. The reactants are NC1=NC(=CC(=N1)NCCCCCC)Cl (2-amino-4-hexylamino-6-chloropyrimidine), [OH-].[Na+] (sodium hydroxide), C1(C=2C(C(=O)O1)=CC=CC2)=O (phthalic anhydride), S(=O)(O)[O-].[Na+] (sodium hydrogen sulfite). Run in O (water), C(C)(C)O (isopropanol), C(C)(C)OC(C)C (isopropyl ether). Run at temperature 22.5 celsius, time 30 minute. Yields the product NC1=NC=CC(=[N+]1[O-])NCCCCCC (2-Amino-4-hexylaminopyrimidine 3-Oxide). Yield: 49.2%. As a reaction SMILES: C1(=O)OC(=[O:5])C2=CC=CC=C12.[NH2:12][C:13]1[N:18]=[C:17]([NH:19][CH2:20][CH2:21][CH2:22][CH2:23][CH2:24][CH3:25])[CH:16]=[C:15](Cl)[N:14]=1.S([O-])(O)=O.[Na+].[OH-].[Na+]>C(O)(C)C.C(OC(C)C)(C)C.O>[NH2:12][C:13]1[N+:18]([O-:5])=[C:17]([NH:19][CH2:20][CH2:21][CH2:22][CH2:23][CH2:24][CH3:25])[CH:16]=[CH:15][N:14]=1 |f:2.3,4.5|. Reported procedure: 5.95 g of urea/H2O2 complex and 9.07 g of phthalic anhydride were suspended in 90 ml of isopropanol, in a three-necked flask. The mixture was stirred for 30 min at room temperature (20-25° C.). 10 g of 2-amino-4-hexylamino-6-chloropyrimidine were then added while controlling the exotherm at +30° C. After reaction for 3 hours, 100 ml of sodium hydrogen sulfite were poured thereinin to destroy the residual oxidizing agents. The mixture was permitted to separate out by settling and the upper phase ... Starting materials: C(C1=CC=CC=C1)[C@H]1N(CC[C@@H](C1)N(C(C(F)(F)F)=O)CC1=CC=NC2=CC=CC=C12)C(C1=CC=CC=C1)=O ((2R*,4S*)-2-benzyl-1-benzoyl-N-(4-quinolylmethyl)-N-trifluoroacetyl-4-piperidinamine), [BH4-].[Na+] (sodium borohydride). The product is C(C1=CC=CC=C1)[C@H]1N(CC[C@@H](C1)NCC1=CC=NC2=CC=CC=C12)C(C1=CC=CC=C1)=O ((2R*,4S*)-2-benzyl-1-benzoyl-N-(4-quinolylmethyl)-4-piperidinamine). Reaction SMILES: [CH2:1]([C@@H:8]1[CH2:13][C@@H:12]([N:14]([CH2:21][C:22]2[C:31]3[C:26](=[CH:27][CH:28]=[CH:29][CH:30]=3)[N:25]=[CH:24][CH:23]=2)C(=O)C(F)(F)F)[CH2:11][CH2:10][N:9]1[C:32](=[O:39])[C:33]1[CH:38]=[CH:37][CH:36]=[CH:35][CH:34]=1)[C:2]1[CH:7]=[CH:6][CH:5]=[CH:4][CH:3]=1.[BH4-].[Na+]>>[CH2:1]([C@@H:8]1[CH2:13][C@@H:12]([NH:14][CH2:21][C:22]2[C:31]3[C:26](=[CH:27][CH:28]=[CH:29][CH:30]=3)[N:25]=[CH:24][CH:23]=2)[CH2:11][CH2:10][N:9]1[C:32](=[O:39])[C:33]1[CH:38]=[CH:37][CH:36]=[CH:35][CH:34]=1)[C:2]1[CH:7]=[CH:6][CH:5]=[CH:4][CH:3]=1 |f:1.2|. Procedure details: 234 mg (0.440 mmol) of (2R*,4S*)-2-benzyl-1-benzoyl-N-(4-quinolylmethyl)-N-trifluoroacetyl-4-piperidinamine are reacted with 67 mg (1.76 mmol) of sodium borohydride in analogy to Example 2. The title compound ##STR61## is obtained as white foam. TLC: methylene chloride/methanol/conc. ammonia (700:50:1) Rf =0.33, FD-MS: M+ =435.